Dataset: the Open Reaction Database (ORD), a public repository of structured organic reaction records. Task: describe an organic reaction: reactants, conditions, products, and yield Reaction conditions: temperature 100 celsius, time 10 minute. Solvent: C(C)(=O)O (acetic acid). Reaction SMILES: [NH2:1][C:2]1[S:6][C:5]2[CH2:7][CH2:8][CH2:9][C:4]=2[C:3]=1[C:10]([C:12]1[CH:17]=[CH:16][C:15]([Cl:18])=[C:14]([Cl:19])[CH:13]=1)=O.[CH:20]1([C:23](=O)[CH2:24][C:25](=[O:27])C)CC1>C(O)(=O)C.S(=O)(=O)(O)O>[Cl:19][C:14]1[CH:13]=[C:12]([C:10]2[C:24]([CH:25]=[O:27])=[C:23]([CH3:20])[N:1]=[C:2]3[S:6][C:5]4[CH2:7][CH2:8][CH2:9][C:4]=4[C:3]=23)[CH:17]=[CH:16][C:15]=1[Cl:18]. Reactants: NC1=C(C2=C(S1)CCC2)C(=O)C2=CC(=C(C=C2)Cl)Cl ((2-amino-5,6-dihydro-4H-cyclopenta[b]thiophen-3-yl)-(3,4-dichloro-phenyl)-methanone), C1(CC1)C(CC(C)=O)=O (1-cyclopropyl-butane-1,3-dione). Product: ClC=1C=C(C=CC1Cl)C1=C2C(=NC(=C1C=O)C)SC1=C2CCC1 ((4-(3,4-dichloro-phenyl)-2-methyl-6,7-dihydro-5H-cyclopenta[4,5]thieno [2,3-b]pyridin-3-yl)-methanone). Procedure: To a stirred solution of 60 mg (0.19 mmol) (2-amino-5,6-dihydro-4H-cyclopenta[b]thiophen-3-yl)-(3,4-dichloro-phenyl)-methanone (the preparation of which is described in example 1) in 2 ml acetic acid was added 32 mg (0.25 mmol) of 1-cyclopropyl-butane-1,3-dione and one drop of sulfuric acid. The mixture was then stirred at 100° C. for 10 minutes in a microwave and then concentrated in vacuo. Preparative HPLC (30% CH3CN/H20) afforded 24 mg (31%) cyclopropyl-[(4-(3,4-dichloro-phenyl)-2-methyl-6,7-... Reagents/catalysts: S(O)(O)(=O)=O (sulfuric acid). Reactants: C(C)(C)(C)OC(=O)N1CCN(CC1)C1=NC=C(C=C1Cl)C(N(C)OC)=O (4-[3-Chloro-5-(methoxy-methyl-carbamoyl)-pyridin-2-yl]-piperazine-1-carboxylic acid tert-butyl ester), C[Mg+].[Br-] (MeMgBr), CCOC(=O)C (EtOAc), C(=O)(O)[O-].[Na+] (NaHCO3). The solvent is C1CCOC1 (THF). Run at temperature 0 celsius. Yields the product C(C)(C)(C)OC(=O)N1CCN(CC1)C1=NC=C(C=C1Cl)C(C)=O (4-(5-Acetyl-3-chloro-pyridin-2-yl)-piperazine-1-carboxylic acid tert-butyl ester). RXN SMILES: [C:1]([O:5][C:6]([N:8]1[CH2:13][CH2:12][N:11]([C:14]2[C:19]([Cl:20])=[CH:18][C:17]([C:21](=[O:26])N(OC)C)=[CH:16][N:15]=2)[CH2:10][CH2:9]1)=[O:7])([CH3:4])([CH3:3])[CH3:2].C[Mg+].[Br-].[C:30]([O-])(O)=O.[Na+].CCOC(C)=O>C1COCC1>[C:1]([O:5][C:6]([N:8]1[CH2:13][CH2:12][N:11]([C:14]2[C:19]([Cl:20])=[CH:18][C:17]([C:21](=[O:26])[CH3:30])=[CH:16][N:15]=2)[CH2:10][CH2:9]1)=[O:7])([CH3:4])([CH3:2])[CH3:3] |f:1.2,3.4|. Procedure details: To a solution of 4-[3-chloro-5-(methoxy-methyl-carbamoyl)-pyridin-2-yl]-piperazine-1-carboxylic acid tert-butyl ester from step (b) above (1.0 g, 2.6 mmol) in anhydrous THF (20 mL) was added MeMgBr (2.6 mL, 3M solution in Et2O, 7.8 mmol, Aldrich) with stirring at 0° C. The reaction mixture was stirred at room temperature for 4 h and poured into satd. aq. NaHCO3 solution (20 mL). After the addition of EtOAc (50 mL), the mixture was washed with brine (20 mL), dried over Na2SO4, filtered, and conce... The reactants are COC(=O)Cl, Cl, FC(F)(F)c1cc(COC2CCNCC2c2ccccc2)cc(C(F)(F)F)c1. Product: COC(=O)N1CCC(OCc2cc(C(F)(F)F)cc(C(F)(F)F)c2)C(c2ccccc2)C1. Reaction SMILES: [Cl:30][C:31](=[O:32])[O:33][CH3:34].[ClH:1].[F:2][C:3]([c:4]1[cH:5][c:6]([CH2:7][O:8][CH:9]2[CH:10]([c:15]3[cH:16][cH:17][cH:18][cH:19][cH:20]3)[CH2:11][NH:12][CH2:13][CH2:14]2)[cH:21][c:22]([C:24]([F:25])([F:26])[F:27])[cH:23]1)([F:28])[F:29]>>[F:2][C:3]([c:4]1[cH:5][c:6]([CH2:7][O:8][CH:9]2[CH:10]([c:15]3[cH:16][cH:17][cH:18][cH:19][cH:20]3)[CH2:11][N:12]([C:31](=[O:32])[O:33][CH3:34])[CH2:13][CH2:14]2)[cH:21][c:22]([C:24]([F:25])([F:26])[F:27])[cH:23]1)([F:28])[F:29]. The reactants are S(=O)(O)[O-].[Na+] (sodium hydrogensulfite), four-mouth, potassium iodide starch, COC1[C@H](CCCC1)O ((S)-2-methoxycyclohexanol), aqueous solution, Cl[O-].[Na+] (sodium hypochlorite), COC1[C@H](CCCC1)O ((S)-2-methoxycyclohexanol), aqueous solution, S(O)(O)(=O)=O (sulfuric acid). Solvent: ClCCl (dichloromethane). Conditions: temperature 22.5 celsius, time 30 minute. The product is CO[C@@H]1C(CCCC1)=O ((S)-2-methoxycyclohexanone). Yield: 90.0%. As a reaction SMILES: [CH3:1][O:2][CH:3]1[CH2:8][CH2:7][CH2:6][CH2:5][C@@H:4]1[OH:9].S(=O)(=O)(O)O.Cl[O-].[Na+].S([O-])(O)=O.[Na+]>ClCCl>[CH3:1][O:2][C@H:3]1[CH2:8][CH2:7][CH2:6][CH2:5][C:4]1=[O:9] |f:2.3,4.5|. Procedure: A 500-ml four-mouth flask equipped with a thermometer, dropping funnel, condenser, and stirrer was charged with 13.0 g (0.1 mol) of (S)-2-methoxycyclohexanol having an optical purity of 99.8% ee, 7 g of dichloromethane, and 30 g of 10% aqueous solution of sulfuric acid (30 mmol). The reactants were stirred at 20-25° C. The flask was further charged with 60 g of aqueous solution of sodium hypochlorite containing 12.1% effective chlorine over about 1 hour. Stirring was continued for 30 minutes. Th... Reaction SMILES: [BH4-:15].[CH3:17][OH:18].[F:1][c:2]1[cH:3][c:4]([CH:13]=[O:14])[c:5]([O:8][S:9](=[O:10])(=[O:11])[CH3:12])[cH:6][cH:7]1.[Na+:16]>>[F:1][c:2]1[cH:3][c:4]([CH2:13][OH:14])[c:5]([O:8][S:9](=[O:10])(=[O:11])[CH3:12])[cH:6][cH:7]1. Yields the product CS(=O)(=O)Oc1ccc(F)cc1CO. Starting materials: [BH4-], CO, CS(=O)(=O)Oc1ccc(F)cc1C=O, [Na+]. The reactants are ice water, C1(=CC=CC=C1)N1N=NN=C1SCN1S(=O)(=O)C2=C(C(=CC(=C2C1=O)OCC)CCC)OC (2-(1-phenyltetrazol-5-yl)thiomethyl-4-ethoxy-6-propyl-7-methoxysaccharin), BrCC(=O)OC(C)(C)C (t-butyl bromoacetate), C([O-])([O-])=O.[K+].[K+] (potassium carbonate). Solvent: C(C)C(=O)C (methyl ethyl ketone). Run at time 8 hour. Product: C(C1=CC=CC=C1)N1S(=O)(=O)C2=C(C=CC(=C2C1=O)OCC)OCC(=O)OC(C)(C)C (2-benzyl-4-ethoxy-7-(t-butoxycarbonylmethoxy)saccharin). Isolated yield 86.0%. As a reaction SMILES: C1(N2C(S[CH2:13][N:14]3[C:24](=[O:25])[C:23]4[C:18](=[C:19]([O:32][CH3:33])[C:20](CCC)=[CH:21][C:22]=4[O:26][CH2:27][CH3:28])[S:15]3(=[O:17])=[O:16])=NN=N2)C=CC=CC=1.BrC[C:36]([O:38][C:39]([CH3:42])([CH3:41])[CH3:40])=[O:37].C(=O)([O-])[O-].[K+].[K+]>C(C(C)=O)C>[CH2:13]([N:14]1[C:24](=[O:25])[C:23]2[C:18](=[C:19]([O:32][CH2:33][C:36]([O:38][C:39]([CH3:42])([CH3:41])[CH3:40])=[O:37])[CH:20]=[CH:21][C:22]=2[O:26][CH2:27][CH3:28])[S:15]1(=[O:16])=[O:17])[C:18]1[CH:23]=[CH:22][CH:21]=[CH:20][CH:19]=1 |f:2.3.4|. Procedure details: A mixture of 2-benzyl-4-ethoxy-7-hydroxysaccharin (part B of Example 50, 0.5 g), t-butyl bromoacetate (0.3 g, 0.25 mL), potassium carbonate (0.30 g) and methyl ethyl ketone (about 10 mL) was heated at 70°-80° C. for about one hour, let cool and poured into ice-water (400 mL). The mixture was stirred overnight and the solid was collected affording 2-benzyl-4-ethoxy-7-(t-butoxycarbonylmethoxy)saccharin, 0.58 g, 86% yield. Reactants: CC(C)=O, COS(=O)(=O)OC, [Na+], [Na+], O=C([O-])[O-], CCOc1cc(C=CC(C)=O)ccc1O. Yields the product CCOc1cc(C=CC(C)=O)ccc1OC. Reaction SMILES: [CH3:29][C:30](=[O:31])[CH3:32].[CH3:7][O:8][S:9]([O:10][CH3:11])(=[O:12])=[O:13].[Na+:1].[Na+:2].[O-:3][C:4](=[O:5])[O-:6].[OH:14][c:15]1[c:16]([O:26][CH2:27][CH3:28])[cH:17][c:18]([CH:21]=[CH:22][C:23]([CH3:24])=[O:25])[cH:19][cH:20]1>>[CH3:4][O:14][c:15]1[c:16]([O:26][CH2:27][CH3:28])[cH:17][c:18]([CH:21]=[CH:22][C:23]([CH3:24])=[O:25])[cH:19][cH:20]1. The reactants are COC(=O)C(O)CN1CC(CO[Si](c2ccccc2)(c2ccccc2)C(C)(C)C)C1, C[Al](C)C, Cc1ccccc1, CCOC(C)=O, Nc1ccccn1. The product is CC(C)(C)[Si](OCC1CN(CC(O)C(=O)Nc2ccccn2)C1)(c1ccccc1)c1ccccc1. As a reaction SMILES: [C:12]([CH3:13])([CH3:14])([CH3:15])[Si:16]([O:17][CH2:18][CH:19]1[CH2:20][N:21]([CH2:23][CH:24]([C:25](=[O:26])[O:27][CH3:28])[OH:29])[CH2:22]1)([c:30]1[cH:31][cH:32][cH:33][cH:34][cH:35]1)[c:36]1[cH:37][cH:38][cH:39][cH:40][cH:41]1.[CH3:1][Al:2]([CH3:3])[CH3:4].[CH3:42][c:43]1[cH:44][cH:45][cH:46][cH:47][cH:48]1.[CH3:49][CH2:50][O:51][C:52](=[O:53])[CH3:54].[n:5]1[c:6]([NH2:11])[cH:7][cH:8][cH:9][cH:10]1>>[n:5]1[c:6]([NH:11][C:25]([CH:24]([CH2:23][N:21]2[CH2:20][CH:19]([CH2:18][O:17][Si:16]([C:12]([CH3:13])([CH3:14])[CH3:15])([c:30]3[cH:31][cH:32][cH:33][cH:34][cH:35]3)[c:36]3[cH:37][cH:38][cH:39][cH:40][cH:41]3)[CH2:22]2)[OH:29])=[O:26])[cH:7][cH:8][cH:9][cH:10]1.